From a dataset of the Open Reaction Database (ORD), a public repository of structured organic reaction records. describe an organic reaction: reactants, conditions, products, and yield Reactants: CCOC(CBr)OCC, O=C1Nc2ccccc2C1=NOCc1ccccc1, CN(C)C=O, [H-], [Na+]. The product is CCOC(CN1C(=O)C(=NOCc2ccccc2)c2ccccc21)OCC. RXN SMILES: [CH2:22]([CH3:23])[O:24][CH:25]([CH2:26][Br:27])[O:28][CH2:29][CH3:30].[CH2:3]([c:4]1[cH:5][cH:6][cH:7][cH:8][cH:9]1)[O:10][N:11]=[C:12]1[C:13](=[O:21])[NH:14][c:15]2[cH:16][cH:17][cH:18][cH:19][c:20]21.[CH3:31][N:32]([CH3:33])[CH:34]=[O:35].[H-:1].[Na+:2]>>[CH2:3]([c:4]1[cH:5][cH:6][cH:7][cH:8][cH:9]1)[O:10][N:11]=[C:12]1[C:13](=[O:21])[N:14]([CH2:26][CH:25]([O:24][CH2:22][CH3:23])[O:28][CH2:29][CH3:30])[c:15]2[cH:16][cH:17][cH:18][cH:19][c:20]21.